Dataset: the Open Reaction Database (ORD), a public repository of structured organic reaction records. Task: describe an organic reaction: reactants, conditions, products, and yield The reactants are CCCn1c(=O)c2c(nc(C=Cc3ccc(OCOC)c(OC)c3)n2C)n(CCC)c1=O, Cl, [Na+], C1CCOC1, [OH-], O. The product is CCCn1c(=O)c2c(nc(C=Cc3ccc(O)c(OC)c3)n2C)n(CCC)c1=O. As a reaction SMILES: [CH3:1][O:2][c:3]1[cH:4][c:5]([CH:6]=[CH:7][c:8]2[n:9][c:10]3[n:11]([CH2:23][CH2:24][CH3:25])[c:12](=[O:22])[n:13]([CH2:19][CH2:20][CH3:21])[c:14](=[O:18])[c:15]3[n:16]2[CH3:17])[cH:26][cH:27][c:28]1[O:29][CH2:30][O:31][CH3:32].[ClH:33].[Na+:35].[O:37]1[CH2:38][CH2:39][CH2:40][CH2:41]1.[OH-:34].[OH2:36]>>[CH3:1][O:2][c:3]1[cH:4][c:5]([CH:6]=[CH:7][c:8]2[n:9][c:10]3[n:11]([CH2:23][CH2:24][CH3:25])[c:12](=[O:22])[n:13]([CH2:19][CH2:20][CH3:21])[c:14](=[O:18])[c:15]3[n:16]2[CH3:17])[cH:26][cH:27][c:28]1[OH:29]. Solvent: C1CCOC1 (THF), C1CCOC1 (THF). Starting materials: FC=1C=C(C#N)C(=CC1)C (3-fluoro-6-methylbenzonitrile), C[Si](C)(C)Cl (trimethylsilylchoride), C(CCC)[Li] (n-Butyllithium), C(C)(C)NC(C)C (diisopropylamine). Reported procedure: n-Butyllithium (1.40M in hexanes, 11.8 mmol, 8.44 ml) was added dropwise to a stirred solution of diisopropylamine (1.84 ml) in THF (5 ml) at 0° C. After 30 min., the solution was cooled to -78° C. and 3-fluoro-6-methylbenzonitrile (1.60 g, 11.8 mmol) in THF (5 ml) was added dropwise. The pale purple anion was stirred for 20 min., trimethylsilylchoride (3.0 ml, 24 mmol) was added and the mixture warmed to room temperature over 1 h, evaporated, the residue taken up in a small amount of diethyl et... Reaction conditions: temperature -78 celsius, time 30 minute. Reaction SMILES: C([Li])CCC.C(NC(C)C)(C)C.[F:13][C:14]1[CH:15]=[C:16]([C:19]([CH3:22])=[CH:20][CH:21]=1)[C:17]#[N:18].[CH3:23][Si:24](Cl)([CH3:26])[CH3:25]>C1COCC1>[F:13][C:14]1[C:15]([Si:24]([CH3:26])([CH3:25])[CH3:23])=[C:16]([C:19]([CH3:22])=[CH:20][CH:21]=1)[C:17]#[N:18]. The product is FC=1C(=C(C#N)C(=CC1)C)[Si](C)(C)C (3-Fluoro-6-methyl-2-trimethylsilylbenzonitrile). Isolated yield 94.0%.